From a dataset of the Open Reaction Database (ORD), a public repository of structured organic reaction records. describe an organic reaction: reactants, conditions, products, and yield Reactants: CC(O)C(=O)O, C=C(C)c1c(OC)cc(Cc2cnc(N)nc2N)cc1OC, O. Yields the product CC(O)C(=O)O, C=C(C)c1c(OC)cc(Cc2cnc(N)nc2N)cc1OC. Reaction SMILES: [CH3:23][CH:24]([OH:25])[C:26]([OH:27])=[O:28].[NH2:1][c:2]1[n:3][cH:4][c:5]([CH2:9][c:10]2[cH:11][c:12]([O:21][CH3:22])[c:13]([C:18](=[CH2:19])[CH3:20])[c:14]([O:16][CH3:17])[cH:15]2)[c:6]([NH2:8])[n:7]1.[OH2:29]>>[CH3:23][CH:24]([OH:25])[C:26](=[O:27])[OH:28].[NH2:1][c:2]1[n:3][cH:4][c:5]([CH2:9][c:10]2[cH:11][c:12]([O:21][CH3:22])[c:13]([C:18](=[CH2:19])[CH3:20])[c:14]([O:16][CH3:17])[cH:15]2)[c:6]([NH2:8])[n:7]1. The reactants are CC1CCC=2C=C3C(=CC12)OCC(CO3)=O (1-methyl-2,3-dihydro-1H-5,9-dioxacyclohepta[f]inden-7-one), ( 9 ), ( 100 ), ( 43 ), ( 9 ), ( 21 ), CC(CCC1=CC2=C(OCC(CO2)=O)C=C1)C (7-(3-methylbutyl)benzo[b][1,4]dioxepin-3-one). Product: C(CCCCC)C1=CC2=C(OCC(CO2)=O)C=C1 (7-Hexylbenzo[b][1,4]dioxepin-3-one). Reaction SMILES: [CH3:1][CH:2]1[C:10]2[CH:9]=[C:8]3[O:11][CH2:12][C:13](=[O:16])[CH2:14][O:15][C:7]3=[CH:6][C:5]=2[CH2:4][CH2:3]1.[CH3:17][CH:18](C)CCC1C=CC2OCC(=O)COC=2C=1>>[CH2:4]([C:5]1[CH:10]=[CH:9][C:8]2[O:11][CH2:12][C:13](=[O:16])[CH2:14][O:15][C:7]=2[CH:6]=1)[CH2:3][CH2:2][CH2:1][CH2:17][CH3:18]. Procedure details: Odor: Marine, aquatic. -IR (film): ν=1502/1435/1580 cm−1 (ν C═C, Ar), 1265/1304/1201 cm−1 (ν ring), 1051 cm−1 (ν C—O—C), 1741 cm−1 (ν C═O). -1H-NMR (CDCl3): δ=0.88 (t, J=6.8 Hz, 3H, 6′-H2), 1.27-1.35 (m, 6H, 3′-H2-5′-H2), 1.57 (br. quint, J=8.0 Hz, 2H, 2′-H2), 2.51 (t, J=7.8 Hz, 2H, 1′-H2), 4.68 (d, J=8.0 Hz, 4H, 2-, 4-H2), 6.77 (dd, J=8.0, 4.0 Hz, 1H, 8-H), 6.81 (d, J=4.0 Hz, 1H, 6-H), 6.90 (d, J=8.0 Hz, 1H, 9-H). -13C-NMR (CDCl3): δ=13.96 (q, C-6′), 22.46 (t, C-5′), 28.77 (t, C-3′), 31.19/31.5... The reactants are BrC1=CC=C(NCC(=O)C2=CC=CC=C2)C=C1 (2-(4-bromoanilino)-1-phenyl-1-ethanone), [BH4-].[Na+] (sodium borohydride). Solvent: CO (methanol). Conditions: time 3 hour. Yields the product BrC1=CC=C(NCC(O)C2=CC=CC=C2)C=C1 (2-(4-bromoanilino)-1-phenyl-1-ethanol). Yield: 96.7%. As a reaction SMILES: [Br:1][C:2]1[CH:17]=[CH:16][C:5]([NH:6][CH2:7][C:8]([C:10]2[CH:15]=[CH:14][CH:13]=[CH:12][CH:11]=2)=[O:9])=[CH:4][CH:3]=1.[BH4-].[Na+]>CO>[Br:1][C:2]1[CH:3]=[CH:4][C:5]([NH:6][CH2:7][CH:8]([C:10]2[CH:15]=[CH:14][CH:13]=[CH:12][CH:11]=2)[OH:9])=[CH:16][CH:17]=1 |f:1.2|. Reported procedure: A solution of 2-(4-bromoanilino)-1-phenyl-1-ethanone (3.50 g, 0.0121 mol) in anhydrous methanol (200 mL) was cooled to 0° C. and sodium borohydride (2.28 g, 0.0603 mol) was added at once. The mixture was allowed to warm up to ambient temperature while stirring under an atmosphere of nitrogen for three hours. The reaction was quenched by dropwise addition of acetic acid, the reaction mixture was concentrated under reduced pressure and the residue was partitioned between dichloromethane (120 mL) a... Reactants: CCOC(=O)c1cn(-c2cccc(-c3ccccc3)c2)cn1, CCO, [K+], [OH-]. The product is O=C(O)c1cn(-c2cccc(-c3ccccc3)c2)cn1. As a reaction SMILES: [CH2:1]([CH3:2])[O:3][C:4](=[O:5])[c:6]1[n:7][cH:8][n:9](-[c:11]2[cH:12][c:13](-[c:17]3[cH:18][cH:19][cH:20][cH:21][cH:22]3)[cH:14][cH:15][cH:16]2)[cH:10]1.[CH3:25][CH2:26][OH:27].[K+:24].[OH-:23]>>[O:3]=[C:4]([OH:5])[c:6]1[n:7][cH:8][n:9](-[c:11]2[cH:12][c:13](-[c:17]3[cH:18][cH:19][cH:20][cH:21][cH:22]3)[cH:14][cH:15][cH:16]2)[cH:10]1. The reactants are O=C([O-])[O-], CC1CNCCN1, CS(C)=O, Cc1cc(F)ccc1-c1cc(Cl)ncc1N(C)C(=O)C(C)(C)c1cc(C(F)(F)F)cc(C(F)(F)F)c1, [K+], [K+], [Na+], [OH-]. Yields the product Cc1cc(F)ccc1-c1cc(N2CCNC(C)C2)ncc1N(C)C(=O)C(C)(C)c1cc(C(F)(F)F)cc(C(F)(F)F)c1. Reaction SMILES: [C:44](=[O:45])([O-:46])[O-:47].[CH3:37][CH:38]1[NH:39][CH2:40][CH2:41][NH:42][CH2:43]1.[CH3:50][S:51](=[O:52])[CH3:53].[F:1][C:2]([c:3]1[cH:4][c:5]([C:13]([C:14](=[O:15])[N:16]([CH3:17])[c:18]2[cH:19][n:20][c:21]([Cl:32])[cH:22][c:23]2-[c:24]2[c:25]([CH3:31])[cH:26][c:27]([F:30])[cH:28][cH:29]2)([CH3:33])[CH3:34])[cH:6][c:7]([C:9]([F:10])([F:11])[F:12])[cH:8]1)([F:35])[F:36].[K+:48].[K+:49].[Na+:55].[OH-:54]>>[F:1][C:2]([c:3]1[cH:4][c:5]([C:13]([C:14](=[O:15])[N:16]([CH3:17])[c:18]2[cH:19][n:20][c:21]([N:42]3[CH2:41][CH2:40][NH:39][CH:38]([CH3:37])[CH2:43]3)[cH:22][c:23]2-[c:24]2[c:25]([CH3:31])[cH:26][c:27]([F:30])[cH:28][cH:29]2)([CH3:33])[CH3:34])[cH:6][c:7]([C:9]([F:10])([F:11])[F:12])[cH:8]1)([F:35])[F:36]. The solvent is CCOCC (Et2O), CCOCC (Et2O). As a reaction SMILES: S(C)C.[C:4]([Li])([CH3:7])([CH3:6])[CH3:5].[C:9]([NH:28][C@@H:29]([CH2:32][CH3:33])[CH:30]=[O:31])([C:22]1[CH:27]=[CH:26][CH:25]=[CH:24][CH:23]=1)([C:16]1[CH:21]=[CH:20][CH:19]=[CH:18][CH:17]=1)[C:10]1[CH:15]=[CH:14][CH:13]=[CH:12][CH:11]=1.[NH4+].[Cl-]>CCOCC>[CH3:5][C:4]([CH3:7])([CH:30]([OH:31])[C@@H:29]([NH:28][C:9]([C:16]1[CH:17]=[CH:18][CH:19]=[CH:20][CH:21]=1)([C:22]1[CH:23]=[CH:24][CH:25]=[CH:26][CH:27]=1)[C:10]1[CH:15]=[CH:14][CH:13]=[CH:12][CH:11]=1)[CH2:32][CH3:33])[CH3:6] |f:3.4|. Yields the product CC(C)(C([C@H](CC)NC(C1=CC=CC=C1)(C1=CC=CC=C1)C1=CC=CC=C1)O)C ((3RS, 4S)-2,2-Dimethyl-4-(trityl-amino)-hexan-3-ol). The reactants are S(C)C (SMe2), C(C)(C)(C)[Li] (tert-butyl lithium), CuBr, C(C1=CC=CC=C1)(C1=CC=CC=C1)(C1=CC=CC=C1)N[C@H](C=O)CC ((S)-2-(trityl-amino)-butyraldehyde), [NH4+].[Cl-] (NH4Cl). Procedure details: To a stirred suspension of CuBr.SMe2 (1.37 g, 2.2 eq, 6.66 mmol) in Et2O (100 mL) under an argon atmosphere at −78° C., was added tert-butyl lithium (1.5 M in pentane, 8.0 mL, 4 eq, 12.0 mmol) dropwise and the solution allowed to warm to room temperature. The mixture was recooled to −55° C., to which was added a solution of (S)-2-(trityl-amino)-butyraldehyde (1 g, 1 eq, 3.03 mmol) in Et2O (25 mL) dropwise with stirring, and stirred at this temperature for 3 h. To the reaction mixture was added a... Starting materials: CC1(C)OCC(COC(=O)c2ccccc2)O1, [Na+], [Na+], O=C([O-])[O-], O. Yields the product CC1(C)OCC(CO)O1. Reaction SMILES: [C:7](=[O:8])([c:9]1[cH:10][cH:11][cH:12][cH:13][cH:14]1)[O:15][CH2:16][CH:17]1[O:18][C:19]([CH3:22])([CH3:23])[O:20][CH2:21]1.[Na+:1].[Na+:2].[O-:3][C:4](=[O:5])[O-:6].[OH2:24]>>[OH:15][CH2:16][CH:17]1[O:18][C:19]([CH3:22])([CH3:23])[O:20][CH2:21]1. Starting materials: Nc1ccccc1Br, CCOC(C)=O, CNC1CCCCC1NC, CCCCCC, Cc1ccccc1, [Cu]I, [K+], [K+], [K+], O=P([O-])([O-])[O-], c1ccc2[nH]ccc2c1. The product is Nc1ccccc1-n1ccc2ccccc21. RXN SMILES: [Br:10][c:11]1[c:12]([NH2:13])[cH:14][cH:15][cH:16][cH:17]1.[C:38]([O:39][CH2:40][CH3:41])(=[O:42])[CH3:43].[CH3:26][NH:27][CH:28]1[CH2:29][CH2:30][CH2:31][CH2:32][CH:33]1[NH:34][CH3:35].[CH3:44][CH2:45][CH2:46][CH2:47][CH2:48][CH3:49].[CH3:50][c:51]1[cH:52][cH:53][cH:54][cH:55][cH:56]1.[Cu:36][I:37].[K+:23].[K+:24].[K+:25].[P:18]([O-:19])([O-:20])([O-:21])=[O:22].[nH:1]1[cH:2][cH:3][c:4]2[cH:5][cH:6][cH:7][cH:8][c:9]12>>[n:1]1(-[c:11]2[c:12]([NH2:13])[cH:14][cH:15][cH:16][cH:17]2)[cH:2][cH:3][c:4]2[cH:5][cH:6][cH:7][cH:8][c:9]12.